Dataset: the Open Reaction Database (ORD), a public repository of structured organic reaction records. Task: describe an organic reaction: reactants, conditions, products, and yield Reactants: O=C(O)c1ccc(-c2ccc(Br)s2)cc1, C1CNC(CN2CCCC2)C1. Product: O=C(c1ccc(-c2ccc(Br)s2)cc1)N1CCCC1CN1CCCC1. RXN SMILES: [Br:1][c:2]1[cH:3][cH:4][c:5](-[c:7]2[cH:8][cH:9][c:10]([C:11](=[O:12])[OH:13])[cH:14][cH:15]2)[s:6]1.[NH:16]1[CH:17]([CH2:21][N:22]2[CH2:23][CH2:24][CH2:25][CH2:26]2)[CH2:18][CH2:19][CH2:20]1>>[Br:1][c:2]1[cH:3][cH:4][c:5](-[c:7]2[cH:8][cH:9][c:10]([C:11](=[O:13])[N:16]3[CH:17]([CH2:21][N:22]4[CH2:23][CH2:24][CH2:25][CH2:26]4)[CH2:18][CH2:19][CH2:20]3)[cH:14][cH:15]2)[s:6]1. The reactants are Cl (HCl), C(C)(C)(C)OC(=O)N[C@H](C(=O)OCC1=CC=CC=C1)CC1=CC=CC=C1 (Benzyl (2S)-2-(tert-butoxycarbonylamino)-3-phenyl-propanoate), Cl (HCl). Solvent: C(C)OCC (diethyl ether), O1CCOCC1 (dioxane), hexanes. The product is Cl.N[C@H](C(=O)OCC1=CC=CC=C1)CC1=CC=CC=C1 (benzyl (2S)-2-amino-3-phenyl-propanoate hydrochloride). Reaction SMILES: C(OC([NH:8][C@@H:9]([CH2:20][C:21]1[CH:26]=[CH:25][CH:24]=[CH:23][CH:22]=1)[C:10]([O:12][CH2:13][C:14]1[CH:19]=[CH:18][CH:17]=[CH:16][CH:15]=1)=[O:11])=O)(C)(C)C.[ClH:27]>C(OCC)C.O1CCOCC1>[ClH:27].[NH2:8][C@@H:9]([CH2:20][C:21]1[CH:26]=[CH:25][CH:24]=[CH:23][CH:22]=1)[C:10]([O:12][CH2:13][C:14]1[CH:19]=[CH:18][CH:17]=[CH:16][CH:15]=1)=[O:11] |f:4.5|. Procedure details: Benzyl (2S)-2-(tert-butoxycarbonylamino)-3-phenyl-propanoate (12.8 g, 36 mmol) was stirred in HCl, 2 M in diethyl ether (90 mL) and HCl, 4 M in dioxane (18 mL) and the resulting mixture was stirred overnight at room temperature. The mixture was then diluted with hexanes (100 mL) and filtered to collect the title compound (7.98 g, 76%) as a fine white powder. 1H NMR (CD3OD, 400 MHz): δ (ppm) 7.40-7.15 (m, 10H), 5.23 (s, 2H), 4.36-4.31 (m, 1H), 3.26-3.12 (m, 2H). The reactants are O=C([O-])[O-], CC(C)(C)OC(=O)N1CC(O)CC1C(=O)O, [Cs+], [Cs+], CI, CN(C)C=O, O. Product: COC(=O)C1CC(O)CN1C(=O)OC(C)(C)C. As a reaction SMILES: [C:19](=[O:20])([O-:21])[O-:22].[C:3]([CH3:4])([CH3:5])([CH3:6])[O:7][C:8](=[O:9])[N:10]1[CH:11]([C:16](=[O:17])[OH:18])[CH2:12][CH:13]([OH:15])[CH2:14]1.[Cs+:23].[Cs+:24].[I:1][CH3:2].[O:25]=[CH:26][N:27]([CH3:28])[CH3:29].[OH2:30]>>[C:3]([CH3:4])([CH3:5])([CH3:6])[O:7][C:8](=[O:9])[N:10]1[CH:11]([C:16](=[O:17])[O:18][CH3:19])[CH2:12][CH:13]([OH:15])[CH2:14]1. The reactants are C(C1=CC=CC=C1)N=C=S (benzyl isothiocyanate), C(C1=CC=CC=C1)NC(NN)=S (4-benzyl-3-thiosemicarbazide), ClC(=O)OCC (ethyl chloroformate), C(C1=CC=CC=C1)N1C(=NN=C1S)O (4-benzyl-3-hydroxy-5-mercapto-1,2,4-triazole), BrC=1SC(=CN1)[N+](=O)[O-] (2-bromo-5-nitrothiazole). Reaction SMILES: C(N=C=S)C1C=CC=CC=1.C(NC(=S)NN)C1C=CC=CC=1.ClC(OCC)=O.[CH2:29]([N:36]1[C:40]([SH:41])=[N:39][N:38]=[C:37]1[OH:42])[C:30]1[CH:35]=[CH:34][CH:33]=[CH:32][CH:31]=1.Br[C:44]1[S:45][C:46]([N+:49]([O-:51])=[O:50])=[CH:47][N:48]=1>>[CH2:29]([N:36]1[C:40]([S:41][C:44]2[S:45][C:46]([N+:49]([O-:51])=[O:50])=[CH:47][N:48]=2)=[N:39][N:38]=[C:37]1[OH:42])[C:30]1[CH:31]=[CH:32][CH:33]=[CH:34][CH:35]=1. The product is C(C1=CC=CC=C1)N1C(=NN=C1SC=1SC(=CN1)[N+](=O)[O-])O (4-benzyl-3-hydroxy-5-[(5-nitrothiazol-2-yl)mercapto]1,2,4-triazole). Yield: 17.8%. Procedure: The title compound was prepared in a manner similar to that described in Example 5 starting with benzyl isothiocyanate. The intermediate 4-benzyl-3-thiosemicarbazide (1.81 g) was treated with ethyl chloroformate (1.09 g) as in Example 5. The reaction product 4-benzyl-3-hydroxy-5-mercapto-1,2,4-triazole (1.04 g) was reacted with 1.05 g of 2-bromo-5-nitrothiazole as in Example 5. Crystallization from ethanol and water gave 0.3 g of 4-benzyl-3-hydroxy-5-[(5-nitrothiazol-2-yl)mercapto]1,2,4-triazole...